From a dataset of the Open Reaction Database (ORD), a public repository of structured organic reaction records. describe an organic reaction: reactants, conditions, products, and yield The reactants are C(C1=CC=CC=C1)OP(=O)(OCC1=CC=CC=C1)O[C@@H]([C@@H](CF)NC(C(F)F)=O)C1=CC=C(C=C1)C=1C=CC(=NC1)C(C)NC(OCC1=CC=CC=C1)=O (benzyl (1-(5-(4-((1R,2S)-1-((bis(benzyloxy)-phosphoryl)oxy)-2-(2,2-difluoroacetamido)-3-fluoropropyl)phenyl)pyridin-2-yl)ethyl)carbamate). The reagents and catalysts are [Pd] (Palladium on carbon). Solvent: O (water), C(C)O (ethanol), O (water). Reaction conditions: time 5 hour. The product is P(=O)(O[C@@H]([C@@H](CF)NC(C(F)F)=O)C1=CC=C(C=C1)C=1C=NC(=CC1)C(C)N)(O)O ((1R,2S)-1-(4-(6-(1-aminoethyl)pyridin-3-yl)phenyl)-2-(2,2-difluoroacetamido)-3-fluoropropyl dihydrogen phosphate). The yield is 91.4%. Reaction SMILES: C([O:8][P:9]([O:19][C@H:20]([C:30]1[CH:35]=[CH:34][C:33]([C:36]2[CH:37]=[CH:38][C:39]([CH:42]([NH:44]C(=O)OCC3C=CC=CC=3)[CH3:43])=[N:40][CH:41]=2)=[CH:32][CH:31]=1)[C@H:21]([NH:24][C:25](=[O:29])[CH:26]([F:28])[F:27])[CH2:22][F:23])([O:11]CC1C=CC=CC=1)=[O:10])C1C=CC=CC=1>[Pd].C(O)C.O>[P:9]([OH:11])([OH:10])([O:19][C@H:20]([C:30]1[CH:31]=[CH:32][C:33]([C:36]2[CH:41]=[N:40][C:39]([CH:42]([NH2:44])[CH3:43])=[CH:38][CH:37]=2)=[CH:34][CH:35]=1)[C@H:21]([NH:24][C:25](=[O:29])[CH:26]([F:28])[F:27])[CH2:22][F:23])=[O:8]. Procedure: Palladium on carbon (1:9, 23 mg, 0.022 mmol) is added to the product of step 4, Example 95A (235 mg, 0.308 mmol) in ethanol (5 mL) and water (1 mL). The mixture is evacuated with nitrogen three times and stirred under hydrogen for 5 hours. The reaction mixture is filtered through a 4 mL pad of solka flok and rinsed with alternating 4 mL rinses of ethanol and water ten times. The solvent is removed under reduced pressure to give the crude product, which is taken up in water (5 mL) and filtered th...